Task: describe an organic reaction: reactants, conditions, products, and yield. Dataset: the Open Reaction Database (ORD), a public repository of structured organic reaction records Reactants: ClC=1C=C(C=CC1CN1C[C@@H](NCC1)C)N1CCOCC1 (4-(3-Chloro-4-[[(3S)-3-methylpiperazin-1-yl]methyl]phenyl)morpholine), FC(C(C(F)(F)F)O)(F)F (1,1,1,3,3,3-Hexafluoropropan-2-ol), C(C)(C)N(C(C)C)CC (N,N-diisopropylethylamine), ClC(Cl)(OC(OC(Cl)(Cl)Cl)=O)Cl (triphosgene). Run in O (H2O), ClCCl (dichloromethane). Reaction conditions: time 2 hour. The product is ClC1=C(C=CC(=C1)N1CCOCC1)CN1C[C@@H](N(CC1)C(=O)OC(C(F)(F)F)C(F)(F)F)C (1,1,1,3,3,3-hexafluoropropan-2-yl(2S)-4-[[2-chloro-4-(morpholin-4-yl)phenyl]methyl]-2-methylpiperazine-1-carboxylate). Isolated yield 53.0%. RXN SMILES: Cl[C:2](Cl)([O:4]C(=O)OC(Cl)(Cl)Cl)Cl.[F:13][C:14]([F:22])([F:21])[CH:15]([OH:20])[C:16]([F:19])([F:18])[F:17].C(N(CC)C(C)C)(C)C.[Cl:32][C:33]1[CH:34]=[C:35]([N:47]2[CH2:52][CH2:51][O:50][CH2:49][CH2:48]2)[CH:36]=[CH:37][C:38]=1[CH2:39][N:40]1[CH2:45][CH2:44][NH:43][C@@H:42]([CH3:46])[CH2:41]1>O.ClCCl>[Cl:32][C:33]1[CH:34]=[C:35]([N:47]2[CH2:52][CH2:51][O:50][CH2:49][CH2:48]2)[CH:36]=[CH:37][C:38]=1[CH2:39][N:40]1[CH2:45][CH2:44][N:43]([C:2]([O:20][CH:15]([C:16]([F:19])([F:18])[F:17])[C:14]([F:22])([F:21])[F:13])=[O:4])[C@@H:42]([CH3:46])[CH2:41]1. Procedure details: A 100 mL round-bottom flask was charged with dichloromethane (20 mL), triphosgene (86.0 mg, 0.290 mmol, 0.300 equiv). 1,1,1,3,3,3-Hexafluoropropan-2-ol (163 mg, 0.970 mmol, 1.00 equiv) and N,N-diisopropylethylamine (238 mg, 1.84 mmol, 1.90 equiv) were added. The mixture was stirred for 2 h at room temperature. 4-(3-Chloro-4-[[(3S)-3-methylpiperazin-1-yl]methyl]phenyl)morpholine (300 mg, 0.970 mmol, 1.00 equiv) was added. The resulting solution was stirred overnight at room temperature, diluted w... The reagents and catalysts are [Cl-].C(CCC)[N+](CCCC)(CCCC)CCCC (tetrabutylammonium chloride). The reactants are O (water), C1(=CC=CC=C1)C (toluene), C(CCC\C=C/C\C=C/C\C=C/C\C=C/C\C=C/CC)O ((5Z,8Z,11Z,14Z,17Z)-icosa-5,8,11,14,17-pentaen-1-ol), t-butyl α-bromo isobutyrate, [OH-].[Na+] (sodium hydroxide). Isolated yield 44.0%. Procedure: A mixture of (5Z,8Z,11Z,14Z,17Z)-icosa-5,8,11,14,17-pentaen-1-ol, (0.83 g, 3.14 mmol), tetrabutylammonium chloride (0.24 g, 0.85 mmol) and t-butyl α-bromo isobutyrate (3.50 g, 15.7 mmol) was dissolved in toluene (15 mL) and placed under nitrogen. An aqueous solution of sodium hydroxide (50%, 5 mL) was added slowly under vigorous stirring at room temperature. The resulting mixture was heated to 60° C. and stirred for six hours. The mixture was cooled, added water and extracted three times with et... The product is C(CCC\C=C/C\C=C/C\C=C/C\C=C/C\C=C/CC)OC(C(=O)OC(C)(C)C)(C)C (tert-butyl 2-((5Z,8Z,11Z,14Z,17Z)-icosa-5,8,11,14,17-pentaenyloxy)-2-methylpropanoate). RXN SMILES: [CH2:1]([OH:21])[CH2:2][CH2:3][CH2:4]/[CH:5]=[CH:6]\[CH2:7]/[CH:8]=[CH:9]\[CH2:10]/[CH:11]=[CH:12]\[CH2:13]/[CH:14]=[CH:15]\[CH2:16]/[CH:17]=[CH:18]\[CH2:19][CH3:20].[OH-:22].[Na+].[OH2:24].[C:25]1([CH3:31])[CH:30]=CC=C[CH:26]=1>[Cl-].C([N+](CCCC)(CCCC)CCCC)CCC>[CH2:1]([O:21][C:25]([CH3:26])([CH3:31])[C:30]([O:24][C:25]([CH3:31])([CH3:30])[CH3:26])=[O:22])[CH2:2][CH2:3][CH2:4]/[CH:5]=[CH:6]\[CH2:7]/[CH:8]=[CH:9]\[CH2:10]/[CH:11]=[CH:12]\[CH2:13]/[CH:14]=[CH:15]\[CH2:16]/[CH:17]=[CH:18]\[CH2:19][CH3:20] |f:1.2,5.6|. Reactants: ice water, C(C)(C)N(C(C)C)CC (N,N-diisopropylethylamine), COCCl (chloromethyl methyl ether), OC=1C=C(C=O)C=CC1O (3,4-dihydroxybenzaldehyde), CN(C=O)C (dimethylformamide). Conditions: temperature -5 celsius, time 8 hour. The product is COCOC=1C=C(C=O)C=CC1OCOC (3,4-bis(methoxymethoxy)benzaldehyde). Isolated yield 86.4%. RXN SMILES: [OH:1][C:2]1[CH:3]=[C:4]([CH:7]=[CH:8][C:9]=1[OH:10])[CH:5]=[O:6].[CH:11](N(CC)C(C)C)(C)C.[CH3:20][O:21][CH2:22]Cl.CN(C)[CH:26]=[O:27]>>[CH3:20][O:21][CH2:22][O:1][C:2]1[CH:3]=[C:4]([CH:7]=[CH:8][C:9]=1[O:10][CH2:11][O:27][CH3:26])[CH:5]=[O:6]. Reported procedure: In 200 ml of dimethylformamide was dissolved 32.66 g of 3,4-dihydroxybenzaldehyde, and the solution was cooled to -5° C. and 200 ml of N,N-diisopropylethylamine was added to the solution. Then, 70 ml of chloromethyl methyl ether was gradually added to the mixture, and the mixture was stirred overnight to effect reaction. After the reaction, the reaction mixture was poured into ice water, and the mixture was extracted with ethyl acetate three times. The organic layer was washed with water three t... Starting materials: COC(CNC(CNC(CNC(=O)OC(C)(C)C)=O)=O)=O (t-butoxycarbonyl-glycyl-glycyl-glycine methyl ester), Cl (hydrochloric acid), [OH-].[Na+] (sodium hydroxide). Solvent: O1CCCC1 (tetrahydrofuran), O (water). Reaction conditions: time 16 hour. Product: C(C)(C)(C)OC(=O)NCC(=O)NCC(=O)NCC(=O)O (t-Butoxycarbonyl-glycyl-glycyl-glycine). As a reaction SMILES: C[O:2][C:3](=[O:21])[CH2:4][NH:5][C:6](=[O:20])[CH2:7][NH:8][C:9](=[O:19])[CH2:10][NH:11][C:12]([O:14][C:15]([CH3:18])([CH3:17])[CH3:16])=[O:13].[OH-].[Na+].Cl>O1CCCC1.O>[C:15]([O:14][C:12]([NH:11][CH2:10][C:9]([NH:8][CH2:7][C:6]([NH:5][CH2:4][C:3]([OH:21])=[O:2])=[O:20])=[O:19])=[O:13])([CH3:18])([CH3:16])[CH3:17] |f:1.2|. Procedure details: Add to a solution of t-butoxycarbonyl-glycyl-glycyl-glycine methyl ester (4.1 g.) in tetrahydrofuran (30 ml.) and water (30 ml.) dropwise with stirring 1 N sodium hydroxide (13.6 ml.). Stir the reaction mixture for 16 hours, acidify to pH 3 with dilute hydrochloric acid and then evaporate to dryness under reduced pressure. Suspend the residue in acetone, filter and evaporate the filtrate to dryness to afford the title product (m.p. 115°-120° C.). The reactants are NN1C=NN=C1 (4-amino-1,2,4-triazole), FC1=CC=C(C#N)C=C1 (4-fluorobenzonitrile), CS(=O)C (dimethylsulfoxide), [H-].[Na+] (sodium hydride). Solvent: O (Water). Run at time 3 hour. The product is C(#N)C1=CC=C(C=C1)NN1C=NN=C1 (4-[(4-cyanophenyl)amino]-4H-1,2,4-triazole). RXN SMILES: [NH2:1][N:2]1[CH:6]=[N:5][N:4]=[CH:3]1.CS(C)=O.[H-].[Na+].F[C:14]1[CH:21]=[CH:20][C:17]([C:18]#[N:19])=[CH:16][CH:15]=1>O>[C:18]([C:17]1[CH:20]=[CH:21][C:14]([NH:1][N:2]2[CH:6]=[N:5][N:4]=[CH:3]2)=[CH:15][CH:16]=1)#[N:19] |f:2.3|. Procedure details: 2.52 Grams of 4-amino-1,2,4-triazole was added little by little to a dimethylsulfoxide suspension of 1.2 g of sodium hydride at room temperature. After stirred for 3 hours at room temperature, 1.21 g of 4-fluorobenzonitrile was added thereto all at a time, and stirring was continued for further one hour. Water was added to the reaction solution, and the mixture was then extracted with ethyl acetate. The organic layer was dried over anhydrous magnesium sulfate, and the solvent was removed by dist... Starting materials: Cl (hydrochloric acid), C1(CC1)C=1C(=CC2=C3N(C(COC31)C)C=C(C2=O)C(=O)OCC)F (ethyl 10-cyclopropyl-9-fluoro-3-methyl-7-oxo-2,3-dihydro-7H-pyrido[1,2,3-de][1,4]-benzoxazine-6-carboxylate), [OH-].[Na+] (sodium hydroxide), C(C)O (ethanol). Run in C(C)(=O)OCC (ethyl acetate), O (water), O1CCOCC1 (dioxane). Reaction conditions: time 1.5 hour. Yields the product C1(CC1)C=1C(=CC2=C3N(C(COC31)C)C=C(C2=O)C(=O)O)F (10-cyclopropyl-9-fluoro-3-methyl-7-oxo-2,3-dihydro-7H-pyrido[1,2,3-de][1,4]benzoxazine-6-carboxylic acid). Yield: 87.4%. RXN SMILES: [CH:1]1([C:4]2[C:5]([F:24])=[CH:6][C:7]3[C:17](=[O:18])[C:16]([C:19]([O:21]CC)=[O:20])=[CH:15][N:9]4[CH:10]([CH3:14])[CH2:11][O:12][C:13]=2[C:8]=34)[CH2:3][CH2:2]1.[OH-].[Na+].C(O)C.Cl>C(OCC)(=O)C.O.O1CCOCC1>[CH:1]1([C:4]2[C:5]([F:24])=[CH:6][C:7]3[C:17](=[O:18])[C:16]([C:19]([OH:21])=[O:20])=[CH:15][N:9]4[CH:10]([CH3:14])[CH2:11][O:12][C:13]=2[C:8]=34)[CH2:3][CH2:2]1 |f:1.2|. Procedure: To 250 mg of ethyl 10-cyclopropyl-9-fluoro-3-methyl-7-oxo-2,3-dihydro-7H-pyrido[1,2,3-de][1,4]-benzoxazine-6-carboxylate were added 2.5 ml of a 1N aqueous sodium hydroxide solution, 2.5 ml of ethanol and 2.5 ml of dioxane in this order. The resulting mixture was stirred at room temperature for 1.5 hours. To the reaction mixture were added 10 ml of water and 20 ml of ethyl acetate in this order. The resulting mixture was adjusted to pH 3 with 2N hydrochloric acid. The organic layer was separated,... Starting materials: Cl (hydrochloric acid), CC=1NC(=C(C(C1C(=O)OCCN(CC)CC)C1=CC(=CC=C1)[N+](=O)[O-])C(=O)OCC)C(OCC)OCC (2-(N,N-diethylamino)ethyl 2-methyl-4-(3-nitrophenyl)-5-ethoxycarbonyl-6-diethoxymethyl-1,4-dihydropyridine-3-carboxylate), C([O-])(O)=O.[Na+] (sodium bicarbonate). The solvent is CC(=O)C (acetone). Run at time 2 hour. Yields the product CC=1NC(=C(C(C1C(=O)OCCN(CC)CC)C1=CC(=CC=C1)[N+](=O)[O-])C(=O)OCC)C=O (2-(N,N-diethylamino)ethyl 2-methyl-4-(3-nitrophenyl)-5-ethoxycarbonyl-6-formyl-1,4-dihydropyridine-3-carboxylate). Yield: 85.4%. RXN SMILES: [CH3:1][C:2]1[NH:3][C:4]([CH:32](OCC)[O:33]CC)=[C:5]([C:27]([O:29][CH2:30][CH3:31])=[O:28])[CH:6]([C:18]2[CH:23]=[CH:22][CH:21]=[C:20]([N+:24]([O-:26])=[O:25])[CH:19]=2)[C:7]=1[C:8]([O:10][CH2:11][CH2:12][N:13]([CH2:16][CH3:17])[CH2:14][CH3:15])=[O:9].Cl.C(=O)(O)[O-].[Na+]>CC(C)=O>[CH3:1][C:2]1[NH:3][C:4]([CH:32]=[O:33])=[C:5]([C:27]([O:29][CH2:30][CH3:31])=[O:28])[CH:6]([C:18]2[CH:23]=[CH:22][CH:21]=[C:20]([N+:24]([O-:26])=[O:25])[CH:19]=2)[C:7]=1[C:8]([O:10][CH2:11][CH2:12][N:13]([CH2:16][CH3:17])[CH2:14][CH3:15])=[O:9] |f:2.3|. Procedure details: To a mixture of a brown oil (2.46 g) of 2-(N,N-diethylamino)ethyl 2-methyl-4-(3-nitrophenyl)-5-ethoxycarbonyl-6-diethoxymethyl-1,4-dihydropyridine-3-carboxylate in acetone (24.6 ml) was added 6N hydrochloric acid (2.46 ml) and this mixture was stirred for two hours at room temperature. The reaction mixture was adjusted to pH 7 with an aqueous solution of sodium bicarbonate and the acetone was distilled off. The residue was extracted with ethyl acetate, and the extract was washed with water, drie...